From a dataset of the Open Reaction Database (ORD), a public repository of structured organic reaction records. describe an organic reaction: reactants, conditions, products, and yield Reactants: CN(C)c1ccccc1, ClC(Cl)Cl, COc1ccc(N(C)c2nc(CCl)nc3ccccc23)cc1, O=c1[nH]c(CCl)nc2ccccc12, O=P(Cl)(Cl)Cl. Yields the product ClCc1nc(Cl)c2ccccc2n1. As a reaction SMILES: [CH3:41][N:42]([c:43]1[cH:44][cH:45][cH:46][cH:47][cH:48]1)[CH3:49].[CH:50]([Cl:51])([Cl:52])[Cl:53].[Cl:1][CH2:2][c:3]1[n:4][c:5]2[cH:6][cH:7][cH:8][cH:9][c:10]2[c:11]([N:13]([c:14]2[cH:15][cH:16][c:17]([O:18][CH3:19])[cH:20][cH:21]2)[CH3:22])[n:12]1.[Cl:23][CH2:24][c:25]1[nH:26][c:27](=[O:28])[c:29]2[c:30]([cH:31][cH:32][cH:33][cH:34]2)[n:35]1.[P:36]([Cl:37])([Cl:38])([Cl:39])=[O:40]>>[Cl:1][CH2:2][c:3]1[n:4][c:5]2[cH:6][cH:7][cH:8][cH:9][c:10]2[c:11]([Cl:23])[n:12]1. Reaction conditions: temperature 80 celsius. As a reaction SMILES: [OH:1][C:2]1[C:7]([C:8]2[CH:13]=[CH:12][C:11]([C:14]([F:17])([F:16])[F:15])=[CH:10][C:9]=2[CH2:18][N:19]2[C@@H:23]([CH3:24])[C@@H:22]([C:25]3[CH:30]=[CH:29][CH:28]=[CH:27][CH:26]=3)[O:21][C:20]2=[O:31])=[CH:6][C:5]([CH2:32][C:33]([OH:35])=[O:34])=[CH:4][CH:3]=1.Cl.[CH3:37]O>>[CH3:37][O:34][C:33](=[O:35])[CH2:32][C:5]1[CH:6]=[C:7]([C:8]2[CH:13]=[CH:12][C:11]([C:14]([F:15])([F:16])[F:17])=[CH:10][C:9]=2[CH2:18][N:19]2[C@@H:23]([CH3:24])[C@@H:22]([C:25]3[CH:30]=[CH:29][CH:28]=[CH:27][CH:26]=3)[O:21][C:20]2=[O:31])[C:2]([OH:1])=[CH:3][CH:4]=1. Starting materials: OC1=CC=C(C=C1C1=C(C=C(C=C1)C(F)(F)F)CN1C(O[C@@H]([C@@H]1C)C1=CC=CC=C1)=O)CC(=O)O ([6-hydroxy-2′-((4S,5R)-4-methyl-2-oxo-5-phenyl-oxazolidin-3-ylmethyl)-4′-trifluoromethyl-biphenyl-3-yl]-acetic acid), Cl (hydrogen chloride), CO (MeOH). Product: COC(CC=1C=C(C(=CC1)O)C1=C(C=C(C=C1)C(F)(F)F)CN1C(O[C@@H]([C@@H]1C)C1=CC=CC=C1)=O)=O ([6-Hydroxy-2′-((4S,5R)-4-methyl-2-oxo-5-phenyl-oxazolidin-3-ylmethyl)-4′-trifluoromethyl-biphenyl-3-yl]-acetic acid methyl ester). Reported procedure: To [6-hydroxy-2′-((4S,5R)-4-methyl-2-oxo-5-phenyl-oxazolidin-3-ylmethyl)-4′-trifluoromethyl-biphenyl-3-yl]-acetic acid (0.5 g, 1.0 mmol) in MeOH (20 mL) was added hydrogen chloride (4N in 1,4-dioxane; 2 mL), and the reaction was heated to 80° C. for 2 hours. The mixture was then concentrated and worked-up with EtOAc and saturated aqueous NaHCO3 to give the title compound. The reactants are BrC=1C=C(C=CC1)C1=CC(=CC=C1)CO[C@@H]1C[C@H](N(C1)C(=O)OC(C)(C)C)C(=O)OC (1-tert-butyl 2-methyl (2S,4R)-4-[(3′-bromobiphenyl-3-yl)methoxy]pyrrolidine-1,2-dicarboxylate), O1CCOCC1 (dioxane), Cl (HCl). The solvent is solution. Product: [Cl-].BrC=1C=C(C=CC1)C1=CC(=CC=C1)CO[C@@H]1C[C@H]([NH2+]C1)C(=O)OC ((2S,4R)-4-[(3′-bromobiphenyl-3-yl)methoxy]-2-(methoxycarbonyl)pyrrolidinium chloride). As a reaction SMILES: [Br:1][C:2]1[CH:3]=[C:4]([C:8]2[CH:13]=[CH:12][CH:11]=[C:10]([CH2:14][O:15][C@H:16]3[CH2:20][N:19](C(OC(C)(C)C)=O)[C@H:18]([C:28]([O:30][CH3:31])=[O:29])[CH2:17]3)[CH:9]=2)[CH:5]=[CH:6][CH:7]=1.O1CCOCC1.[ClH:38]>>[Cl-:38].[Br:1][C:2]1[CH:3]=[C:4]([C:8]2[CH:13]=[CH:12][CH:11]=[C:10]([CH2:14][O:15][C@H:16]3[CH2:20][NH2+:19][C@H:18]([C:28]([O:30][CH3:31])=[O:29])[CH2:17]3)[CH:9]=2)[CH:5]=[CH:6][CH:7]=1 |f:3.4|. Procedure details: 1-tert-Butyl 2-methyl (2S,4R)-4-[(3′-bromobiphenyl-3-yl)methoxy]pyrrolidine-1,2-dicarboxylate 96 (1.0 eq.) was dissolved at 0° C. in a 4M solution of HCl in dioxane (3.0 eq.) to give a 1.0 M solution. The reaction mixture was stirred at RT for 2 h then the solvent was evaporated under reduced pressure to afford the title compound 97 as a white foam (96%). 1H NMR (400 MHz, DMSO-d6, 300 K) δ 10.33-9.33 (bs, 1H), 7.89 (s, 1H), 7.77-7.71 (m, 2H), 7.67 (d, J 7.7, 1H), 7.62 (d, J 7.7, 1H), 7.54-7.43 (... Run in C(C)(=O)O (acetic acid), C(C)(=O)O (acetic acid). Reaction SMILES: [Cl:1][C:2]1[CH:3]=[C:4]([C:12]2[S:13][CH:14]=[CH:15][N:16]=2)[CH:5]=[CH:6][C:7]=1[O:8][CH:9]([CH3:11])[CH3:10].C([O-])(=O)C.[Na+].[Br:22]Br>C(O)(=O)C>[Br:22][C:14]1[S:13][C:12]([C:4]2[CH:5]=[CH:6][C:7]([O:8][CH:9]([CH3:11])[CH3:10])=[C:2]([Cl:1])[CH:3]=2)=[N:16][CH:15]=1 |f:1.2|. Run at temperature 20 celsius. Procedure details: To a solution of 2-{3-chloro-4-[(1-methylethyl)oxy]phenyl}-1,3-thiazole (D70) (1.5 g) and sodium acetate (0.970 g) in acetic acid (10 mL) stirred at room temperature was added a solution of Br2 (0.31 ml) in acetic acid (1 mL) dropwise during 30 min. The reaction mixture was stirred at 20° C. until start material was consumed completely. The reaction mixture was basified with 2M NaOH. The resulting solution was diluted with ethyl acetate. The mixture was washed with brine. The organic phase was d... Reactants: ClC=1C=C(C=CC1OC(C)C)C=1SC=CN1 (2-{3-chloro-4-[(1-methylethyl)oxy]phenyl}-1,3-thiazole), C(C)(=O)[O-].[Na+] (sodium acetate), BrBr (Br2). The product is BrC1=CN=C(S1)C1=CC(=C(C=C1)OC(C)C)Cl (5-bromo-2-{3-chloro-4-[(1-methylethyl)oxy]phenyl}-1,3-thiazole). The reactants are CCN(CCCOc1ccc([N+](=O)[O-])cc1)C(=O)OC(C)(C)C, CCO, [H][H]. The product is CCN(CCCOc1ccc(N)cc1)C(=O)OC(C)(C)C. As a reaction SMILES: [C:1]([CH3:2])([CH3:3])([CH3:4])[O:5][C:6]([N:7]([CH2:8][CH2:9][CH2:10][O:11][c:12]1[cH:13][cH:14][c:15]([N+:18]([O-:19])=[O:20])[cH:16][cH:17]1)[CH2:21][CH3:22])=[O:23].[CH3:26][CH2:27][OH:28].[H:24][H:25]>>[C:1]([CH3:2])([CH3:3])([CH3:4])[O:5][C:6]([N:7]([CH2:8][CH2:9][CH2:10][O:11][c:12]1[cH:13][cH:14][c:15]([NH2:18])[cH:16][cH:17]1)[CH2:21][CH3:22])=[O:23]. The reactants are BrC1=CC=C2C=CC(=NC2=C1C)C1=NN=C2N1C=C(C=C2)[C@H](C(F)(F)F)N2C[C@H](CC2)NC(OC(C)(C)C)=O (tert-butyl (S)-1-((R)-1-(3-(7-bromo-8-methylquinolin-2-yl)-[1,2,4]triazolo[4,3-a]pyridin-6-yl)-2,2,2-trifluoroethyl)pyrrolidin-3-ylcarbamate), CN1NC=CC1(B1OC(C(O1)(C)C)(C)C)C (1,5-dimethyl-5-(4,4,5,5-tetramethyl-1,3,2-dioxaborolan-2-yl)-1H-pyrazole). The product is CN1NC=CC1(C)C1=CC=C2C=CC(=NC2=C1C)C1=NN=C2N1C=C(C=C2)[C@H](C(F)(F)F)N2C[C@H](CC2)NC(OC(C)(C)C)=O (tert-butyl (S)-1-((R)-1-(3-(7-(1,5-dimethyl-1H-pyrazol-5-yl)-8-methylquinolin-2-yl)-[1,2,4]triazolo[4,3-a]pyridin-6-yl)-2,2,2-trifluoroethyl)pyrrolidin-3-ylcarbamate). Reaction SMILES: Br[C:2]1[C:11]([CH3:12])=[C:10]2[C:5]([CH:6]=[CH:7][C:8]([C:13]3[N:17]4[CH:18]=[C:19]([C@@H:22]([N:27]5[CH2:31][CH2:30][C@H:29]([NH:32][C:33](=[O:39])[O:34][C:35]([CH3:38])([CH3:37])[CH3:36])[CH2:28]5)[C:23]([F:26])([F:25])[F:24])[CH:20]=[CH:21][C:16]4=[N:15][N:14]=3)=[N:9]2)=[CH:4][CH:3]=1.[CH3:40][N:41]1[C:45]([CH3:55])(B2OC(C)(C)C(C)(C)O2)[CH:44]=[CH:43][NH:42]1>>[CH3:40][N:41]1[C:45]([C:2]2[C:11]([CH3:12])=[C:10]3[C:5]([CH:6]=[CH:7][C:8]([C:13]4[N:17]5[CH:18]=[C:19]([C@@H:22]([N:27]6[CH2:31][CH2:30][C@H:29]([NH:32][C:33](=[O:39])[O:34][C:35]([CH3:36])([CH3:38])[CH3:37])[CH2:28]6)[C:23]([F:24])([F:25])[F:26])[CH:20]=[CH:21][C:16]5=[N:15][N:14]=4)=[N:9]3)=[CH:4][CH:3]=2)([CH3:55])[CH:44]=[CH:43][NH:42]1. Procedure: Prepared as described in Example 191, using tert-butyl (S)-1-((R)-1-(3-(7-bromo-8-methylquinolin-2-yl)-[1,2,4]triazolo[4,3-a]pyridin-6-yl)-2,2,2-trifluoroethyl)pyrrolidin-3-ylcarbamate in place of 7-bromo-2,8-dimethylquinoline and using 1,5-dimethyl-5-(4,4,5,5-tetramethyl-1,3,2-dioxaborolan-2-yl)-1H-pyrazole in Step A. LCMS APCI (+) m/z 621 (M+H). Reactants: O[C@@H](C(=O)N)C ((2R)-2-hydroxypropanamide), F[B-](F)(F)F.C(C)[O+](CC)CC (triethyloxonium tetrafluoroborate), C1(CCCCC1)NC1=C2C(=NC=C1N)C=CS2 (N7-cyclohexylthieno[3,2-b]pyridine-6,7-diamine). The solvent is O1CCCC1 (tetrahydrofuran), C(C)O (ethanol). Conditions: time 2 hour. Yields the product C1(CCCCC1)N1C(=NC=2C1=C1C(=NC2)C=CS1)[C@@H](C)O ((1R)-1-(1-Cyclohexyl-1H-imidazo[4,5-d]thieno[3,2-b]pyridin-2-yl)ethanol). The yield is 2.0%. As a reaction SMILES: [OH:1][C@H:2]([CH3:6])[C:3](N)=O.F[B-](F)(F)F.C([O+](CC)CC)C.[CH:19]1([NH:25][C:26]2[C:31]([NH2:32])=[CH:30][N:29]=[C:28]3[CH:33]=[CH:34][S:35][C:27]=23)[CH2:24][CH2:23][CH2:22][CH2:21][CH2:20]1>O1CCCC1.C(O)C>[CH:19]1([N:25]2[C:26]3=[C:27]4[S:35][CH:34]=[CH:33][C:28]4=[N:29][CH:30]=[C:31]3[N:32]=[C:3]2[C@H:2]([OH:1])[CH3:6])[CH2:20][CH2:21][CH2:22][CH2:23][CH2:24]1 |f:1.2|. Procedure details: A mixture of (2R)-2-hydroxypropanamide (49 mg, 0.55 mmol) and triethyloxonium tetrafluoroborate (98 mg, 0.51 mmol) in tetrahydrofuran (0.75 mL) was stirred at room temperature for 2 h. The solvent was removed and the residue dissolved in ethanol (0.32 mL) and added to a suspension of N7-cyclohexylthieno[3,2-b]pyridine-6,7-diamine (42 mg, 0.17 mmol) in ethanol (1.1 mL). The reaction mixture was stirred at 80° C. for 1 h. The solvent was removed, and the residue was purified on RP-HPLC (XBridge C1... Starting materials: Cl (HCl), CC1=C(C(=O)C2=C(C1=O)N3C[C@H]4[C@@H]([C@@]3([C@@H]2COC(=O)N)OC)N4)N (Mitomycin C), [OH-].[Na+] (NaOH), CCCCCC (hexane). Run in CCOCC (ether). Run at time 30 hour. Yields the product CC1=C(C2=C([C@H]([C@@]3(N2C[C@H]4[C@@H]3N4)OC)COC(=O)N)C(=O)C1=O)O (7-Hydroxy-9a-methoxymitosane). The yield is 63.0%. Reaction SMILES: [CH3:1][C:2]1[C:8](=[O:9])[C:7]2[N:10]3[C@@:14]([O:21][CH3:22])([C@H:15]([CH2:16][O:17][C:18]([NH2:20])=[O:19])[C:6]=2[C:4](=[O:5])[C:3]=1N)[C@H:13]1[NH:23][C@H:12]1[CH2:11]3.Cl.CCCCCC.[OH-:32].[Na+]>CCOCC>[CH3:1][C:2]1[C:3](=[O:32])[C:4](=[O:5])[C:6]2[C@@H:15]([CH2:16][O:17][C:18]([NH2:20])=[O:19])[C@@:14]3([O:21][CH3:22])[C@H:13]4[NH:23][C@H:12]4[CH2:11][N:10]3[C:7]=2[C:8]=1[OH:9] |f:3.4|. Procedure: Mitomycin C (2.2 g, 6.6 mmoles) was dissolved in 140 ml 0.1N methanolic NaOH (50%) and the reaction mixture was stirred at room temperature for 30 hours. The solution was then adjusted to ca. pH 4.0 with 1N HCl and extracted with ethyl acetate (4×500 ml). The combined ethyl acetate extracts were dried (Na2SO4) and evaporated under reduced pressure at about 30° to 35° C. to obtain a solid residue, which upon dissolving in ether and treating with excess hexane afforded a purple precipitate. The pr... Yields the product N(C(=N)N)C1CCN(CC1)C(=O)[C@H]1NC[C@H](C1)SC=1[C@@H]([C@H]2N(C1C(=O)O)C([C@@H]2[C@@H](C)O)=O)C ((1R,5S, 6S)-2-[(2S,4S)-2-(4-Guanidinopiperidin-1-ylcarbonyl)pyrrolidin-4-ylthio]-6-[(1R)-1-hydroxyethyl]-1-methyl-1-carbapen-2-em-3-carboxylic acid). Reported procedure: A procedure similar to that described in Example 101 was repeated, but using 4-nitrobenzyl (1R,5R,6S)-2-(diphenylphosphoryloxy)-6-[(1R)-1-hydroxyethyl]-1-methyl -1-carbapen-2-em-3-carboxylate (prepared as described in Preparation 123) and (2S,4S)-4-mercapto-1-(4-nitrobenzyloxycarbonyl)-2-[4-(4-nitrobenzyloxycarbonylguanidino)piperidin-1-ylcarbonyl]pyrrolidine (prepared as described in Preparation 5) as starting materials, in relative proportions similar to those used in that Example, to obtain t... RXN SMILES: C1(P(O[C:16]2[C@H:17]([CH3:40])[C@@H:18]3[C@@H:35]([C@H:36]([OH:38])[CH3:37])[C:34](=[O:39])[N:19]3[C:20]=2[C:21]([O:23]CC2C=CC([N+]([O-])=O)=CC=2)=[O:22])(C2C=CC=CC=2)=O)C=CC=CC=1.[SH:41][C@@H:42]1[CH2:46][N:45](C(OCC2C=CC([N+]([O-])=O)=CC=2)=O)[C@H:44]([C:60]([N:62]2[CH2:67][CH2:66][CH:65]([N:68](C(OCC3C=CC([N+]([O-])=O)=CC=3)=O)[C:69]([NH2:71])=[NH:70])[CH2:64][CH2:63]2)=[O:61])[CH2:43]1>>[NH:68]([CH:65]1[CH2:66][CH2:67][N:62]([C:60]([C@@H:44]2[CH2:43][C@H:42]([S:41][C:16]3[C@H:17]([CH3:40])[C@@H:18]4[C@@H:35]([C@H:36]([OH:38])[CH3:37])[C:34](=[O:39])[N:19]4[C:20]=3[C:21]([OH:23])=[O:22])[CH2:46][NH:45]2)=[O:61])[CH2:63][CH2:64]1)[C:69]([NH2:71])=[NH:70]. Starting materials: C1(=CC=CC=C1)P(=O)(C1=CC=CC=C1)OC=1[C@@H]([C@H]2N(C1C(=O)OCC1=CC=C(C=C1)[N+](=O)[O-])C([C@@H]2[C@@H](C)O)=O)C (4-nitrobenzyl (1R,5R,6S)-2-(diphenylphosphoryloxy)-6-[(1R)-1-hydroxyethyl]-1-methyl -1-carbapen-2-em-3-carboxylate), S[C@H]1C[C@H](N(C1)C(=O)OCC1=CC=C(C=C1)[N+](=O)[O-])C(=O)N1CCC(CC1)N(C(=N)N)C(=O)OCC1=CC=C(C=C1)[N+](=O)[O-] ((2S,4S)-4-mercapto-1-(4-nitrobenzyloxycarbonyl)-2-[4-(4-nitrobenzyloxycarbonylguanidino)piperidin-1-ylcarbonyl]pyrrolidine). Reactants: O=C1NC(=O)C(c2cn3c4c(cccc24)CC(CBr)C3)=C1c1c[nH]c2cc(F)ccc12, N, C1CCOC1. The product is CNCC1Cc2cccc3c(C4=C(c5c[nH]c6cc(F)ccc56)C(=O)NC4=O)cn(c23)C1. As a reaction SMILES: [Br:1][CH2:2][CH:3]1[CH2:4][n:5]2[c:6]3[c:7]([cH:8][cH:9][cH:10][c:11]3[CH2:12]1)[c:13]([C:15]1=[C:19]([c:20]3[cH:21][nH:22][c:23]4[cH:24][c:25]([F:29])[cH:26][cH:27][c:28]34)[C:18](=[O:30])[NH:17][C:16]1=[O:31])[cH:14]2.[NH3:32].[O:33]1[CH2:34][CH2:37][CH2:36][CH2:35]1>>[CH2:2]([CH:3]1[CH2:4][n:5]2[c:6]3[c:7]([cH:8][cH:9][cH:10][c:11]3[CH2:12]1)[c:13]([C:15]1=[C:19]([c:20]3[cH:21][nH:22][c:23]4[cH:24][c:25]([F:29])[cH:26][cH:27][c:28]34)[C:18](=[O:30])[NH:17][C:16]1=[O:31])[cH:14]2)[NH:32][CH3:34].